The task is: describe an organic reaction: reactants, conditions, products, and yield. This data is from the Open Reaction Database (ORD), a public repository of structured organic reaction records. Starting materials: [H-].[Na+] (sodium hydride), CCOCC (ether), OC1=CC=C(CCO)C=C1 (4-hydroxyphenethyl alcohol), [N+](=O)([O-])C1=C(C=CC=C1)S(=O)(=O)Cl (2-nitrobenzenesulfonyl chloride). Run in O1CCCC1 (tetrahydrofuran), O (water). Product: [N+](=O)([O-])C1=C(C=CC=C1)S(=O)(=O)OC1=CC=C(C=C1)CCOS(=O)(=O)C1=C(C=CC=C1)[N+](=O)[O-] (2-nitrobenzenesulfonic acid 2-[4-(2-nitrobenzenesulfonyloxy)-phenyl]-ethyl ester). As a reaction SMILES: [OH:1][C:2]1[CH:10]=[CH:9][C:5]([CH2:6][CH2:7][OH:8])=[CH:4][CH:3]=1.[H-].[Na+].[N+:13]([C:16]1[CH:21]=[CH:20][CH:19]=[CH:18][C:17]=1[S:22](Cl)(=[O:24])=[O:23])([O-:15])=[O:14].CCO[CH2:29][CH3:30]>O1CCCC1.O>[N+:13]([C:16]1[CH:21]=[CH:20][CH:19]=[CH:18][C:17]=1[S:22]([O:1][C:2]1[CH:10]=[CH:9][C:5]([CH2:6][CH2:7][O:8][S:22]([C:30]2[CH:29]=[CH:19][CH:18]=[CH:17][C:16]=2[N+:13]([O-:15])=[O:14])(=[O:24])=[O:23])=[CH:4][CH:3]=1)(=[O:24])=[O:23])([O-:15])=[O:14] |f:1.2|. Reaction conditions: time 10 minute. Reported procedure: To a mixture of 2.76 g (20 mmol) of 4-hydroxyphenethyl alcohol in 70 mL of anhydrous tetrahydrofuran at rt was added 4.8 g (200 mmol) of sodium hydride (95%, dry powder). After stirring at rt for 10 min, 18.5 g (80 mmol) of 2-nitrobenzenesulfonyl chloride was added. After the resulting mixture was stirred at rt for 16 h, 250 mL of ether was added. The mixture was cooled to 0° C. and water was slowly added to the mixture to quench excess sodium hydride. After quenching process was completed, addi... Isolated yield 90.0%. The reactants are Cl (HCl), C(C1=CC=CC=C1)OC1=CC=C(C=C1)N1C(N(C=2C1=NC=C(C2)Cl)CC)=O (3-[4-(benzyloxy)phenyl]-6-chloro-1-ethyl-1,3-dihydro-2H-imidazo[4,5-b]pyridin-2-one), C(C)(C)(C)P(C1=C(C(=C(C(=C1C)C)C)C)C1=C(C=C(C=C1C(C)C)C(C)C)C(C)C)C(C)(C)C (2-di-tert-butylphosphino-3,4,5,6-tetramethyl-2′,4′,6′-triisopropyl-1,1′-biphenyl), [OH-].[K+] (KOH). Reagents/catalysts: C=1C=CC(=CC1)/C=C/C(=O)/C=C/C2=CC=CC=C2.C=1C=CC(=CC1)/C=C/C(=O)/C=C/C2=CC=CC=C2.C=1C=CC(=CC1)/C=C/C(=O)/C=C/C2=CC=CC=C2.[Pd].[Pd] (Pd2 dba3). The solvent is O (water), O1CCOCC1 (dioxane), O (water). Reaction conditions: temperature 100 celsius, time 3 hour. Product: C(C1=CC=CC=C1)OC1=CC=C(C=C1)N1C(N(C=2C1=NC=C(C2)O)CC)=O (3-[4-(benzyloxy)phenyl]-1-ethyl-6-hydroxy-1,3-dihydro-2H-imidazo[4,5-b]pyridin-2-one). Yield: 80.1%. RXN SMILES: [CH2:1]([O:8][C:9]1[CH:14]=[CH:13][C:12]([N:15]2[C:19]3=[N:20][CH:21]=[C:22](Cl)[CH:23]=[C:18]3[N:17]([CH2:25][CH3:26])[C:16]2=[O:27])=[CH:11][CH:10]=1)[C:2]1[CH:7]=[CH:6][CH:5]=[CH:4][CH:3]=1.C(P(C(C)(C)C)C1C(C)=C(C)C(C)=C(C)C=1C1C(C(C)C)=CC(C(C)C)=CC=1C(C)C)(C)(C)C.[OH-:62].[K+].Cl>O1CCOCC1.O.C1C=CC(/C=C/C(/C=C/C2C=CC=CC=2)=O)=CC=1.C1C=CC(/C=C/C(/C=C/C2C=CC=CC=2)=O)=CC=1.C1C=CC(/C=C/C(/C=C/C2C=CC=CC=2)=O)=CC=1.[Pd].[Pd]>[CH2:1]([O:8][C:9]1[CH:14]=[CH:13][C:12]([N:15]2[C:19]3=[N:20][CH:21]=[C:22]([OH:62])[CH:23]=[C:18]3[N:17]([CH2:25][CH3:26])[C:16]2=[O:27])=[CH:11][CH:10]=1)[C:2]1[CH:7]=[CH:6][CH:5]=[CH:4][CH:3]=1 |f:2.3,7.8.9.10.11|. Reported procedure: A mixture of 3-[4-(benzyloxy)phenyl]-6-chloro-1-ethyl-1,3-dihydro-2H-imidazo[4,5-b]pyridin-2-one (1.72 g), Pd2 dba3 (0.21 g), 2-di-tert-butylphosphino-3,4,5,6-tetramethyl-2′,4′,6′-triisopropyl-1,1′-biphenyl (0.44 g) and KOH (1.10 g) in dioxane (15 mL) and water (15 mL) was stirred at 100° C. under Ar atmosphere for 3 h. After stirring at room temperature overnight, the mixture was acidified with 1 N HCl aq (11 mL) and diluted with water. The mixture was extracted with AcOEt. The organic layer wa... The reactants are O=C(NCCCOc1c(Cl)cc(OCc2ccccc2)cc1Cl)c1ccc(C(F)(F)F)cc1, CCOC(C)=O, [H][H]. Yields the product O=C(NCCCOc1c(Cl)cc(O)cc1Cl)c1ccc(C(F)(F)F)cc1. Reaction SMILES: [CH2:1]([c:2]1[cH:3][cH:4][cH:5][cH:6][cH:7]1)[O:8][c:9]1[cH:10][c:11]([Cl:33])[c:12]([O:16][CH2:17][CH2:18][CH2:19][NH:20][C:21]([c:22]2[cH:23][cH:24][c:25]([C:28]([F:29])([F:30])[F:31])[cH:26][cH:27]2)=[O:32])[c:13]([Cl:15])[cH:14]1.[CH3:36][CH2:37][O:38][C:39](=[O:40])[CH3:41].[H:34][H:35]>>[OH:8][c:9]1[cH:10][c:11]([Cl:33])[c:12]([O:16][CH2:17][CH2:18][CH2:19][NH:20][C:21]([c:22]2[cH:23][cH:24][c:25]([C:28]([F:29])([F:30])[F:31])[cH:26][cH:27]2)=[O:32])[c:13]([Cl:15])[cH:14]1.